This data is from the Open Reaction Database (ORD), a public repository of structured organic reaction records. The task is: describe an organic reaction: reactants, conditions, products, and yield The reactants are O=C(CBr)c1cccc([N+](=O)[O-])c1, CC(=O)[O-], CCC(C)=O, [Na+], O. Product: CC(=O)OCC(=O)c1cccc([N+](=O)[O-])c1. RXN SMILES: [Br:1][CH2:2][C:3](=[O:4])[c:5]1[cH:6][c:7]([N+:11](=[O:12])[O-:13])[cH:8][cH:9][cH:10]1.[C:14]([CH3:15])(=[O:16])[O-:17].[CH3:20][C:21]([CH2:22][CH3:23])=[O:24].[Na+:18].[OH2:19]>>[CH2:2]([C:3](=[O:4])[c:5]1[cH:6][c:7]([N+:11](=[O:12])[O-:13])[cH:8][cH:9][cH:10]1)[O:17][C:14]([CH3:15])=[O:16]. Reactants: CCn1cc(C(=O)O)c(=O)c2cc(F)c(F)c(F)c21, FCC1CNCCN1, c1ccncc1. Product: CCn1cc(C(=O)O)c(=O)c2cc(F)c(N3CCNC(CF)C3)c(F)c21. Reaction SMILES: [CH2:9]([CH3:10])[n:11]1[cH:12][c:13]([C:25](=[O:26])[OH:27])[c:14](=[O:24])[c:15]2[cH:16][c:17]([F:23])[c:18]([F:22])[c:19]([F:21])[c:20]12.[F:1][CH2:2][CH:3]1[NH:4][CH2:5][CH2:6][NH:7][CH2:8]1.[cH:28]1[cH:29][cH:30][n:31][cH:32][cH:33]1>>[F:1][CH2:2][CH:3]1[NH:4][CH2:5][CH2:6][N:7]([c:18]2[c:17]([F:23])[cH:16][c:15]3[c:14](=[O:24])[c:13]([C:25](=[O:26])[OH:27])[cH:12][n:11]([CH2:9][CH3:10])[c:20]3[c:19]2[F:21])[CH2:8]1. Starting materials: O=C([O-])[O-], CN(CC(N)CN)c1cccc(Cl)c1, [K+], [K+], N#CBr, C1CCOC1. Product: CN(CC1CNC(N)=N1)c1cccc(Cl)c1. As a reaction SMILES: [C:15](=[O:16])([O-:17])[O-:18].[Cl:1][c:2]1[cH:3][c:4]([N:8]([CH2:9][CH:10]([CH2:11][NH2:12])[NH2:13])[CH3:14])[cH:5][cH:6][cH:7]1.[K+:19].[K+:20].[N:21]#[C:22][Br:23].[O:24]1[CH2:25][CH2:26][CH2:27][CH2:28]1>>[Cl:1][c:2]1[cH:3][c:4]([N:8]([CH2:9][CH:10]2[CH2:11][NH:12][C:22]([NH2:21])=[N:13]2)[CH3:14])[cH:5][cH:6][cH:7]1.